From a dataset of the Open Reaction Database (ORD), a public repository of structured organic reaction records. describe an organic reaction: reactants, conditions, products, and yield Reactants: CC(C)CCON=O, ICI, CC(=O)OCC1OC(n2cnc(C#N)c2N)C(OC(C)=O)C1OC(C)=O. Product: CC(=O)OCC1OC(n2cnc(C#N)c2I)C(OC(C)=O)C1OC(C)=O. RXN SMILES: [CH3:27][CH:28]([CH2:29][CH2:30][O:31][N:32]=[O:33])[CH3:34].[I:35][CH2:36][I:37].[NH2:1][c:2]1[c:3]([C:25]#[N:26])[n:4][cH:5][n:6]1[CH:7]1[CH:8]([O:9][C:10]([CH3:11])=[O:12])[CH:13]([O:14][C:15]([CH3:16])=[O:17])[CH:18]([CH2:20][O:21][C:22]([CH3:23])=[O:24])[O:19]1>>[c:2]1([I:35])[c:3]([C:25]#[N:26])[n:4][cH:5][n:6]1[CH:7]1[CH:8]([O:9][C:10]([CH3:11])=[O:12])[CH:13]([O:14][C:15]([CH3:16])=[O:17])[CH:18]([CH2:20][O:21][C:22]([CH3:23])=[O:24])[O:19]1. The reactants are BrC1=C(C=O)C=C(C=C1)C(F)(F)F (2-bromo-5-trifluoromethyl-benzaldehyde), C[Mg]I (methylmagnesium iodide). Run in C1CCOC1 (THF). Run at time 2 hour. Yields the product BrC1=C(C=C(C=C1)C(F)(F)F)C(C)O (1-(2-Bromo-5-trifluoromethyl-phenyl)-ethanol). As a reaction SMILES: [Br:1][C:2]1[CH:9]=[CH:8][C:7]([C:10]([F:13])([F:12])[F:11])=[CH:6][C:3]=1[CH:4]=[O:5].[CH3:14][Mg]I>C1COCC1>[Br:1][C:2]1[CH:9]=[CH:8][C:7]([C:10]([F:11])([F:12])[F:13])=[CH:6][C:3]=1[CH:4]([OH:5])[CH3:14]. Procedure: To 2-bromo-5-trifluoromethyl-benzaldehyde (1.0 g, 3.95 mmol) in THF (10 mL) at 0° C. under N2 was added methylmagnesium iodide (3M in diethyl ether; 2.6 mL, 7.91 mmol). The reaction was stirred for 2 hours, and then quenched with saturated aqueous NH4Cl and diluted with CH2Cl2. The aqueous layer was separated and extracted with CH2Cl2, and the combined organic layers were dried over MgSO4, filtered, and concentrated to give the title compound. Starting materials: CC1=C(C(=NC(=N1)C1=CC=CC=C1)C1=C(C=CC(=C1)[N+](=O)[O-])SC)C(=O)O (6-methyl-4-(2-methylthio-5-nitrophenyl)-2-phenyl-5-pyrimidinecarboxylic acid), C1(=CC=CC=C1)P(=O)(C1=CC=CC=C1)N=[N+]=[N-] (diphenylphosphorylazide), C(O)([O-])=O.[Na+] (sodium hydrogen carbonate), CN(CCN)C (2-dimethylaminoethylamine). Solvent: C1=CC=CC=C1 (benzene), C(C)N(CC)CC (triethylamine), C(C)OCC (diethyl ether). Reaction conditions: time 2 hour. Product: CN(CCNC(NC=1C(=NC(=NC1C)C1=CC=CC=C1)C1=C(C=CC(=C1)[N+](=O)[O-])SC)=O)C (5-[3-(2-dimethylaminoethyl)ureido]-6-methyl-4-(2-methylthio-5-nitrophenyl)-2-phenylpyrimidine). RXN SMILES: [CH3:1][C:2]1[N:7]=[C:6]([C:8]2[CH:13]=[CH:12][CH:11]=[CH:10][CH:9]=2)[N:5]=[C:4]([C:14]2[CH:19]=[C:18]([N+:20]([O-:22])=[O:21])[CH:17]=[CH:16][C:15]=2[S:23][CH3:24])[C:3]=1C(O)=O.C1(P([N:42]=[N+]=[N-])(C2C=CC=CC=2)=O)C=CC=CC=1.[CH3:45][N:46]([CH3:50])[CH2:47][CH2:48][NH2:49].[C:51](=[O:54])([O-])O.[Na+]>C1C=CC=CC=1.C(OCC)C.C(N(CC)CC)C>[CH3:45][N:46]([CH3:50])[CH2:47][CH2:48][NH:49][C:51](=[O:54])[NH:42][C:3]1[C:4]([C:14]2[CH:19]=[C:18]([N+:20]([O-:22])=[O:21])[CH:17]=[CH:16][C:15]=2[S:23][CH3:24])=[N:5][C:6]([C:8]2[CH:9]=[CH:10][CH:11]=[CH:12][CH:13]=2)=[N:7][C:2]=1[CH3:1] |f:3.4|. Reported procedure: A mixture of 6-methyl-4-(2-methylthio-5-nitrophenyl)-2-phenyl-5-pyrimidinecarboxylic acid (12.5 g), triethylamine (4.57 ml) and diphenylphosphorylazide (7.07 ml) in benzene (125 ml) was refluxed for 2 hours and to the reaction mixture was added 2-dimethylaminoethylamine (3.47 g). After the reflux was continued for 2 hours, the reaction mixture was poured into a mixture of a diethyl ether (100 ml) and saturated sodium hydrogen carbonate. The separated organic layer was dried over magnesium sulfat...